Dataset: the Open Reaction Database (ORD), a public repository of structured organic reaction records. Task: describe an organic reaction: reactants, conditions, products, and yield Reactants: CC1COc2c(C3(NC(=O)OCc4ccccc4)CC3)c(F)c(F)c3c(=O)c(C(=O)O)cn1c23, CCOC(C)=O, CN(C)C=O, Cl, NCc1ccccc1, O. The product is CC1COc2c(C3(NC(=O)OCc4ccccc4)CC3)c(F)c(NCc3ccccc3)c3c(=O)c(C(=O)O)cn1c23. RXN SMILES: [CH2:1]([c:2]1[cH:3][cH:4][cH:5][cH:6][cH:7]1)[O:8][C:9](=[O:10])[NH:11][C:12]1([c:15]2[c:16]([F:34])[c:17]([F:33])[c:18]3[c:19]4[n:20]([cH:26][c:27]([C:30](=[O:31])[OH:32])[c:28]3=[O:29])[CH:21]([CH3:25])[CH2:22][O:23][c:24]24)[CH2:13][CH2:14]1.[CH3:43][CH2:44][O:45][C:46](=[O:47])[CH3:48].[CH3:50][N:51]([CH3:52])[CH:53]=[O:54].[ClH:49].[NH2:35][CH2:36][c:37]1[cH:38][cH:39][cH:40][cH:41][cH:42]1.[OH2:55]>>[CH2:1]([c:2]1[cH:3][cH:4][cH:5][cH:6][cH:7]1)[O:8][C:9](=[O:10])[NH:11][C:12]1([c:15]2[c:16]([F:34])[c:17]([NH:35][CH2:36][c:37]3[cH:38][cH:39][cH:40][cH:41][cH:42]3)[c:18]3[c:19]4[n:20]([cH:26][c:27]([C:30](=[O:31])[OH:32])[c:28]3=[O:29])[CH:21]([CH3:25])[CH2:22][O:23][c:24]24)[CH2:13][CH2:14]1.